This data is from the Open Reaction Database (ORD), a public repository of structured organic reaction records. The task is: describe an organic reaction: reactants, conditions, products, and yield Starting materials: ClC1=CC=C(C=O)C=C1 (4-chlorobenzaldehyde), C(=O)(O)[O-].[Na+] (NaHCO3), C(C)(=O)O[BH-](OC(C)=O)OC(C)=O.[Na+] (Sodium triacetoxyborohydride), Cl.COC(CCN)=O (β-alanine methyl ester hydrochloride). Solvent: CO (MeOH). Conditions: temperature 20 celsius, time 15 hour. The product is COC(CCNCC1=CC=C(C=C1)Cl)=O (3-(4-chloro-benzylamino)-propionic acid methyl ester). As a reaction SMILES: [Cl:1][C:2]1[CH:9]=[CH:8][C:5]([CH:6]=O)=[CH:4][CH:3]=1.C([O-])(O)=O.[Na+].Cl.[CH3:16][O:17][C:18](=[O:22])[CH2:19][CH2:20][NH2:21].C(O[BH-](OC(=O)C)OC(=O)C)(=O)C.[Na+]>CO>[CH3:16][O:17][C:18](=[O:22])[CH2:19][CH2:20][NH:21][CH2:6][C:5]1[CH:8]=[CH:9][C:2]([Cl:1])=[CH:3][CH:4]=1 |f:1.2,3.4,5.6|. Procedure details: To a solution of 4-chlorobenzaldehyde (1 eq.) in MeOH were added NaHCO3 (1.3 eq.) and (β-alanine methyl ester hydrochloride (1.2 eq.). The reaction was stirred for 15 h at 20° C. under nitrogen, then cooled to 0° C. Sodium triacetoxyborohydride (1.5 eq.) was added portionwise. The reaction was then warmed to 20° C. and stirred for 8 h. The crude was concentrated under reduced pressure then partitioned between EtOAc and a saturated aqueous solution of NaHCO3. The aqueous layer was extracted twice... The reactants are COC(CNCC1=CC=C(C=C1)Br)=O ((4-bromo-benzylamino)-acetic acid methyl ester), [OH-].[Li+] (lithium hydroxide). The solvent is O (water). Yields the product BrC1=CC=C(CNCC(=O)O)C=C1 ((4-bromo-benzylamino)-acetic acid). As a reaction SMILES: C[O:2][C:3](=[O:14])[CH2:4][NH:5][CH2:6][C:7]1[CH:12]=[CH:11][C:10]([Br:13])=[CH:9][CH:8]=1.[OH-].[Li+]>O>[Br:13][C:10]1[CH:9]=[CH:8][C:7]([CH2:6][NH:5][CH2:4][C:3]([OH:14])=[O:2])=[CH:12][CH:11]=1 |f:1.2|. Procedure details: To (4-bromo-benzylamino)-acetic acid methyl ester (100 mg, 0.342 mmol) in water (3 mL) was added lithium hydroxide (57 mg, 0.684 mmol). After 4 hours the solution was partially quenched with 1 M HCl (1.5 mL) to give a solution pH of ca 8.5. The pH of the solution was carefully adjusted to pH 5 by the addition of 3-4 drops of 1 M HCl. Stirring overnight yielded a white precipitate. This was isolated via filtration, rinsing with a small amount of cold water, to give the desired zwitterion. Starting materials: NC1=CC=CC=C1 (aniline), C(C(=O)Cl)(=O)Cl (Oxalyl chloride), [N+](=O)([O-])C=1C=C(C(=O)O)C=CC1C (3-nitro-4-methylbenzoic acid), ClCCl (dichloromethane). Solvent: O1CCCC1 (tetrahydrofuran), O1CCCC1 (tetrahydrofuran), CN(C=O)C (dimethylformamide). Conditions: time 1 hour. The product is CC1=C(C=C(C(=O)NC2=CC=CC=C2)C=C1)[N+](=O)[O-] (4-Methyl-3-nitro-N-phenyl-benzamide). The yield is 94.8%. As a reaction SMILES: C(Cl)(=O)C(Cl)=O.[N+:7]([C:10]1[CH:11]=[C:12]([CH:16]=[CH:17][C:18]=1[CH3:19])[C:13]([OH:15])=O)([O-:9])=[O:8].ClCCl.[NH2:23][C:24]1[CH:29]=[CH:28][CH:27]=[CH:26][CH:25]=1>O1CCCC1.CN(C)C=O>[CH3:19][C:18]1[CH:17]=[CH:16][C:12]([C:13]([NH:23][C:24]2[CH:29]=[CH:28][CH:27]=[CH:26][CH:25]=2)=[O:15])=[CH:11][C:10]=1[N+:7]([O-:9])=[O:8]. Procedure: Oxalyl chloride (3 mL, 35 mmol) was added dropwise to a stirred solution of 3-nitro-4-methylbenzoic acid (5.0 g, 28 mmol) in a mixture of tetrahydrofuran or dichloromethane (125 mL) and dimethylformamide (1/2 mL) under N2 at ice bath temperature. The mixture was allowed to warm to room temperature. After 1 hour, the solvent was removed by rotary evaporator under reduced pressure. The residue was redissolved in fresh tetrahydrofuran (100 mL) and recooled to ice bath temperature under N2, while a ... Reactants: [O-]Cl=O.[Na+] (NaClO2), NaH2PO4, COC1=NC=C(C2=C(C=CC=C12)C)C=O (1-methoxy-5-methylisoquinolin-4-carbaldehyde). Product: COC1=NC=C(C2=C(C=CC=C12)C)C(=O)O (1-Methoxy-5-methylisoquinolin-4-carboxylic acid). The solvent is C(C)#N.O (ACN H2O). Reaction SMILES: [CH3:1][O:2][C:3]1[C:12]2[C:7](=[C:8]([CH3:13])[CH:9]=[CH:10][CH:11]=2)[C:6]([CH:14]=[O:15])=[CH:5][N:4]=1.[O-:16]Cl=O.[Na+]>C(#N)C.O>[CH3:1][O:2][C:3]1[C:12]2[C:7](=[C:8]([CH3:13])[CH:9]=[CH:10][CH:11]=2)[C:6]([C:14]([OH:16])=[O:15])=[CH:5][N:4]=1 |f:1.2,3.4|. Reported procedure: To a stirred solution of 1-methoxy-5-methylisoquinolin-4-carbaldehyde (Intermediate-7) (2 g, 10 mmol) in ACN—H2O (120 mL, 1:1) was added, NaClO2 (5.4 g, 59.7 mmol), NaH2PO4 (5.5 g, 40 mmol) and the mixture was stirred at RT overnight. It was then extracted with EtOAc (3×150 mL), dried over Na2SO4, filtered and concentrated to give the desired acid derivative (1.2 g, 56%). The reactants are CN(C)C=O, CCOC(C)=O, ClCCCN1CCCC1, [H-], [I-], [Na+], [Na+], Oc1ccc(I)cc1. Product: Ic1ccc(OCCCN2CCCC2)cc1. RXN SMILES: [CH3:22][N:23]([CH3:24])[CH:25]=[O:26].[CH3:27][CH2:28][O:29][C:30](=[O:31])[CH3:32].[Cl:11][CH2:12][CH2:13][CH2:14][N:15]1[CH2:16][CH2:17][CH2:18][CH2:19]1.[H-:9].[I-:21].[Na+:10].[Na+:20].[OH:1][c:2]1[cH:3][cH:4][c:5]([I:6])[cH:7][cH:8]1>>[O:1]([c:2]1[cH:3][cH:4][c:5]([I:6])[cH:7][cH:8]1)[CH2:12][CH2:13][CH2:14][N:15]1[CH2:16][CH2:17][CH2:18][CH2:19]1. Starting materials: CCC(C(=O)[O-])c1ccnc(NCC(F)(F)c2cccc[n+]2[O-])c1F, CO, Cl, [Li+], [OH-]. Yields the product O=C(O)Cc1ccnc(NCC(F)(F)c2cccc[n+]2[O-])c1F. As a reaction SMILES: [CH2:1]([CH3:2])[CH:3]([C:4](=[O:5])[O-:6])[c:7]1[c:8]([F:25])[c:9]([NH:13][CH2:14][C:15]([c:16]2[n+:17]([O-:22])[cH:18][cH:19][cH:20][cH:21]2)([F:23])[F:24])[n:10][cH:11][cH:12]1.[CH3:29][OH:30].[ClH:28].[Li+:27].[OH-:26]>>[CH2:3]([C:4](=[O:5])[OH:6])[c:7]1[c:8]([F:25])[c:9]([NH:13][CH2:14][C:15]([c:16]2[n+:17]([O-:22])[cH:18][cH:19][cH:20][cH:21]2)([F:23])[F:24])[n:10][cH:11][cH:12]1. Reactants: CC(C)O, CCOC(C)=O, CC#N, Cl, CC(NC(=O)OC(C)(C)C)C(O)c1ccc2c(c1)OCOC2. The product is Cl, CC(N)C(O)c1ccc2c(c1)OCOC2. As a reaction SMILES: [CH3:24][CH:25]([OH:26])[CH3:27].[CH3:28][CH2:29][O:30][C:31](=[O:32])[CH3:33].[CH3:34][C:35]#[N:36].[ClH:23].[O:1]1[CH2:2][O:3][CH2:4][c:5]2[c:6]1[cH:7][c:8]([CH:11]([CH:12]([CH3:13])[NH:14][C:15](=[O:16])[O:17][C:18]([CH3:19])([CH3:20])[CH3:21])[OH:22])[cH:9][cH:10]2>>[ClH:23].[O:1]1[CH2:2][O:3][CH2:4][c:5]2[c:6]1[cH:7][c:8]([CH:11]([CH:12]([CH3:13])[NH2:14])[OH:22])[cH:9][cH:10]2. Starting materials: Cl.N[C@@H]1CC[C@H](CC1)NC(=O)C1=C(NC=2C1=NC=CC2C2=C(C=CC(=C2)F)OCC2CC2)C (N-(trans-4-aminocyclohexyl)-7-[2-(cyclopropylmethoxy)-5-fluorophenyl]-2-methyl-1H-pyrrolo[3,2-b]pyridine-3-carboxamide hydrochloride), C(CC)(=O)Cl (propionyl chloride). Product: C1(CC1)COC1=C(C=C(C=C1)F)C1=C2C(=NC=C1)C(=C(N2)C)C(=O)N[C@@H]2CC[C@H](CC2)NC(CC)=O (7-[2-(Cyclopropylmethoxy)-5-fluorophenyl]-2-methyl-N-[trans-4-(propanoylamino)cyclohexyl]-1H-pyrrolo[3,2-b]pyridine-3-carboxamide). Reaction SMILES: Cl.[NH2:2][C@H:3]1[CH2:8][CH2:7][C@H:6]([NH:9][C:10]([C:12]2[C:16]3=[N:17][CH:18]=[CH:19][C:20]([C:21]4[CH:26]=[C:25]([F:27])[CH:24]=[CH:23][C:22]=4[O:28][CH2:29][CH:30]4[CH2:32][CH2:31]4)=[C:15]3[NH:14][C:13]=2[CH3:33])=[O:11])[CH2:5][CH2:4]1.[C:34](Cl)(=[O:37])[CH2:35][CH3:36]>>[CH:30]1([CH2:29][O:28][C:22]2[CH:23]=[CH:24][C:25]([F:27])=[CH:26][C:21]=2[C:20]2[CH:19]=[CH:18][N:17]=[C:16]3[C:12]([C:10]([NH:9][C@H:6]4[CH2:7][CH2:8][C@H:3]([NH:2][C:34](=[O:37])[CH2:35][CH3:36])[CH2:4][CH2:5]4)=[O:11])=[C:13]([CH3:33])[NH:14][C:15]=23)[CH2:31][CH2:32]1 |f:0.1|. Procedure: Starting from N-(trans-4-aminocyclohexyl)-7-[2-(cyclopropylmethoxy)-5-fluorophenyl]-2-methyl-1H-pyrrolo[3,2-b]pyridine-3-carboxamide hydrochloride (example D.f8) and commercially propionyl chloride the title compound is obtained as colorless solid. The reactants are CC(C)C1=C(C(=CC=C1)C(C)C)NC(CNCC1=CC=C(C=C1)N(C)C)=O (N-[2,6-bis(1-Methylethyl)phenyl]-2-[[[4-(dimethylamino)phenyl]methyl]amino]acetamide), CC(C)C1=C(C(=CC=C1)C(C)C)NC(CNC(CC1=CC=CC=C1)(C)C)=O (N-[2,6-bis(1-Methylethyl)phenyl]-2-[(1,1-dimethyl-2-phenylethyl)amino]acetamide). The product is C(C)(=O)N(CC(=O)NC1=C(C=CC=C1C(C)C)C(C)C)CC1=CC=C(C=C1)N(C)C (2-[Acetyl[[4-(dimethylamino)phenyl]methyl]amino]-N-[2,6-bis(1-methylethyl)phenyl]acetamide). As a reaction SMILES: [CH3:1][CH:2]([C:4]1[CH:9]=[CH:8][CH:7]=[C:6]([CH:10]([CH3:12])[CH3:11])[C:5]=1[NH:13][C:14](=[O:27])[CH2:15][NH:16][CH2:17][C:18]1[CH:23]=[CH:22][C:21]([N:24]([CH3:26])[CH3:25])=[CH:20][CH:19]=1)[CH3:3].CC(C1C=CC=C(C(C)C)C=1N[C:41](=[O:54])[CH2:42]NC(C)(C)CC1C=CC=CC=1)C>>[C:41]([N:16]([CH2:17][C:18]1[CH:23]=[CH:22][C:21]([N:24]([CH3:25])[CH3:26])=[CH:20][CH:19]=1)[CH2:15][C:14]([NH:13][C:5]1[C:6]([CH:10]([CH3:11])[CH3:12])=[CH:7][CH:8]=[CH:9][C:4]=1[CH:2]([CH3:1])[CH3:3])=[O:27])(=[O:54])[CH3:42]. Procedure details: When in the procedure of Example 79 an appropriate amount of the product from Example 73 was substituted for the product of Example 5 the title compound was obtained. Total yield, 0.41 g (73%). The reactants are C(C)OCC (diethyl ether), [H][H] (hydrogen), C1(=CC=CC=C1)C(=NCC(C)N=C(C1=CC=CC=C1)C1=CC=CC=C1)C1=CC=CC=C1 (N,N'-bis-(diphenylmethylene)-1,2-propylenediamine). Reagents/catalysts: [Pt]=O (platinum oxide). The solvent is C(C)O (ethanol), C(C)(=O)O (acetic acid). Product: C1(=CC=CC=C1)C(NCC(C)NC(C1=CC=CC=C1)C1=CC=CC=C1)C1=CC=CC=C1 (N,N'-bis-(diphenylmethyl)-1,2-propylenediamine). RXN SMILES: [C:1]1([C:7]([C:26]2[CH:31]=[CH:30][CH:29]=[CH:28][CH:27]=2)=[N:8][CH2:9][CH:10]([N:12]=[C:13]([C:20]2[CH:25]=[CH:24][CH:23]=[CH:22][CH:21]=2)[C:14]2[CH:19]=[CH:18][CH:17]=[CH:16][CH:15]=2)[CH3:11])[CH:6]=[CH:5][CH:4]=[CH:3][CH:2]=1.[H][H].C(OCC)C>C(O)(=O)C.C(O)C.[Pt]=O>[C:1]1([CH:7]([C:26]2[CH:31]=[CH:30][CH:29]=[CH:28][CH:27]=2)[NH:8][CH2:9][CH:10]([NH:12][CH:13]([C:20]2[CH:21]=[CH:22][CH:23]=[CH:24][CH:25]=2)[C:14]2[CH:15]=[CH:16][CH:17]=[CH:18][CH:19]=2)[CH3:11])[CH:6]=[CH:5][CH:4]=[CH:3][CH:2]=1. Procedure: 180 g of N,N'-bis-(diphenylmethylene)-1,2-propylenediamine are dissolved in 540 ml of acetic acid. 3 g of platinum oxide are added and the mixture is scavenged thoroughly with argon and then hydrogen is introduced while stirring vigorously until starting material can no longer be detected by thin layer chromatography (silica gel 60, diethyl ether: Rf =0.62) (generally 24 to 48 hours). The reaction solution is diluted with 150 ml of ethanol, the catalyst is filtered off and then the filtrate is c...